Dataset: the Open Reaction Database (ORD), a public repository of structured organic reaction records. Task: describe an organic reaction: reactants, conditions, products, and yield Starting materials: [Cl-], [Cl-], ClCCCl, Cl, O, O=S(=O)(O)O, [Zn+2], CCOC(=O)c1ccc(-n2oc(-c3ccccc3)cc2=O)c([N+](=O)[O-])c1. Product: CCOC(=O)c1ccc(-n2oc(-c3ccccc3)c(CCl)c2=O)c([N+](=O)[O-])c1. Reaction SMILES: [Cl-:37].[Cl-:39].[Cl:27][CH2:28][CH2:29][Cl:30].[ClH:36].[OH2:40].[S:31](=[O:32])(=[O:33])([OH:34])[OH:35].[Zn+2:38].[c:1]1(-[c:7]2[cH:8][c:9](=[O:26])[n:10](-[c:12]3[c:13]([N+:23](=[O:24])[O-:25])[cH:14][c:15]([C:18](=[O:19])[O:20][CH2:21][CH3:22])[cH:16][cH:17]3)[o:11]2)[cH:2][cH:3][cH:4][cH:5][cH:6]1>>[c:1]1(-[c:7]2[c:8]([CH2:28][Cl:27])[c:9](=[O:26])[n:10](-[c:12]3[c:13]([N+:23](=[O:24])[O-:25])[cH:14][c:15]([C:18](=[O:19])[O:20][CH2:21][CH3:22])[cH:16][cH:17]3)[o:11]2)[cH:2][cH:3][cH:4][cH:5][cH:6]1. Reactants: NC1=C2C(=NC=N1)N(N=C2C2=CC(=C(C=C2)NC(C2=CC=C(C=C2)C(F)(F)F)=O)OC)[C@@H]2CC[C@H](CC2)N2CCN(CC2)C (trans-N1-(4-{4-Amino-1-[4-(4-methylpiperazino)cyclohexyl]-1H-pyrazolo[3,4-d]pyrimidin-3-yl}-2-methoxyphenyl)-4-(trifluoromethyl)benzamide), C(\C=C/C(=O)O)(=O)O (maleic acid). The solvent is C(C)(=O)OCC (ethyl acetate), C(C)(=O)OCC (ethyl acetate). Conditions: time 5 hour. Yields the product C(\C=C/C(=O)O)(=O)O.C(\C=C/C(=O)O)(=O)O.C(\C=C/C(=O)O)(=O)O.NC1=C2C(=NC=N1)N(N=C2C2=CC(=C(C=C2)NC(C2=CC=C(C=C2)C(F)(F)F)=O)OC)[C@@H]2CC[C@H](CC2)N2CCN(CC2)C (trans-N1-(4-{4-Amino-1-[4-(4-methylpiperazino)cyclohexyl]-1H-pyrazolo[3,4-d]pyrimidin-3-yl}-2-methoxyphenyl)-4-(trifluoromethyl)benzamide, Trimaleate Salt). RXN SMILES: [NH2:1][C:2]1[N:7]=[CH:6][N:5]=[C:4]2[N:8]([C@H:32]3[CH2:37][CH2:36][C@H:35]([N:38]4[CH2:43][CH2:42][N:41]([CH3:44])[CH2:40][CH2:39]4)[CH2:34][CH2:33]3)[N:9]=[C:10]([C:11]3[CH:16]=[CH:15][C:14]([NH:17][C:18](=[O:29])[C:19]4[CH:24]=[CH:23][C:22]([C:25]([F:28])([F:27])[F:26])=[CH:21][CH:20]=4)=[C:13]([O:30][CH3:31])[CH:12]=3)[C:3]=12.[C:45]([OH:52])(=[O:51])/[CH:46]=[CH:47]\[C:48]([OH:50])=[O:49]>C(OCC)(=O)C>[C:45]([OH:52])(=[O:51])/[CH:46]=[CH:47]\[C:48]([OH:50])=[O:49].[C:45]([OH:52])(=[O:51])/[CH:46]=[CH:47]\[C:48]([OH:50])=[O:49].[C:45]([OH:52])(=[O:51])/[CH:46]=[CH:47]\[C:48]([OH:50])=[O:49].[NH2:1][C:2]1[N:7]=[CH:6][N:5]=[C:4]2[N:8]([C@H:32]3[CH2:33][CH2:34][C@H:35]([N:38]4[CH2:39][CH2:40][N:41]([CH3:44])[CH2:42][CH2:43]4)[CH2:36][CH2:37]3)[N:9]=[C:10]([C:11]3[CH:16]=[CH:15][C:14]([NH:17][C:18](=[O:29])[C:19]4[CH:20]=[CH:21][C:22]([C:25]([F:26])([F:28])[F:27])=[CH:23][CH:24]=4)=[C:13]([O:30][CH3:31])[CH:12]=3)[C:3]=12 |f:3.4.5.6|. Procedure details: trans-N1-(4-{4-Amino-1-[4-(4-methylpiperazino)cyclohexyl]-1H-pyrazolo[3,4-d]pyrimidin-3-yl}-2-methoxyphenyl)-4-(trifluoromethyl)benzamide (510 mg, 0.838 mmol) was dissolved in hot ethyl acetate (55 mL) and maleic acid (292 mg, 2.513 mmol) in hot ethyl acetate (5 mL) was added. The reaction mixture was stirred at room temperature for 5 hours. The solid was collected by filtration trans-N1-(4-{4-amino-1-[4-(4-methylpiperazino)cyclohexyl]-1H-pyrazolo[3,4-d]pyrimidin-3-yl}-2-methoxyphenyl)-4-(triflu... Reported procedure: 18.2 g of the nitro compound obtained above was suspended in 300 ml of ethanol, which was reduced over 2 g of 5% palladium black under atmospheric pressure. After reaction, the catalyst was filtered off and the solvent was evaporated in vacuo. The residue was crystallized from benzene to obtain 13.8 g of 3-ethoxy-2-methyl-6-aminopyridine (Compound IV where R2 =C2H5), m.p. 98°-99° C. Solvent: C(C)O (ethanol). Reagents/catalysts: [Pd] (palladium black). The product is C(C)OC=1C(=NC(=CC1)N)C (3-ethoxy-2-methyl-6-aminopyridine). Reactants: C(C)OC=1C(=NC(=CC1)[N+](=O)[O-])C (3-ethoxy-2-methyl-6-nitropyridine). Reaction SMILES: [CH2:1]([O:3][C:4]1[C:5]([CH3:13])=[N:6][C:7]([N+:10]([O-])=O)=[CH:8][CH:9]=1)[CH3:2]>C(O)C.[Pd]>[CH2:1]([O:3][C:4]1[C:5]([CH3:13])=[N:6][C:7]([NH2:10])=[CH:8][CH:9]=1)[CH3:2]. The yield is 90.8%.